Dataset: the Open Reaction Database (ORD), a public repository of structured organic reaction records. Task: describe an organic reaction: reactants, conditions, products, and yield Starting materials: C(C)OC(CN(C1CCCC1)C([C@@H](NC(=O)OCC1=CC=CC=C1)C(C)C)=O)=O (N-CBZ-L-Valyl-N-(cyclopentyl)glycine ethyl ester), [OH-].[K+] (KOH). Solvent: C(C)O (ethanol), C(C)O (ethanol). Yields the product C(=O)(OCC1=CC=CC=C1)N[C@@H](C(C)C)C(=O)N(CC(=O)O)C1CCCC1 (N-CBZ-L-Valyl-N-(cyclopentyl)glycine). Isolated yield 58.0%. Reaction SMILES: C([O:3][C:4](=[O:29])[CH2:5][N:6]([C:12](=[O:28])[C@H:13]([CH:25]([CH3:27])[CH3:26])[NH:14][C:15]([O:17][CH2:18][C:19]1[CH:24]=[CH:23][CH:22]=[CH:21][CH:20]=1)=[O:16])[CH:7]1[CH2:11][CH2:10][CH2:9][CH2:8]1)C.[OH-].[K+]>C(O)C>[C:15]([NH:14][C@H:13]([C:12]([N:6]([CH:7]1[CH2:11][CH2:10][CH2:9][CH2:8]1)[CH2:5][C:4]([OH:29])=[O:3])=[O:28])[CH:25]([CH3:26])[CH3:27])([O:17][CH2:18][C:19]1[CH:20]=[CH:21][CH:22]=[CH:23][CH:24]=1)=[O:16] |f:1.2|. Procedure: N-CBZ-L-Valyl-N-(cyclopentyl)glycine ethyl ester (4.8 g, 0.0119 mol) was dissolved in ethanol (60 mL) and treated with 1N KOH (12.5 mL) in portions of 3 mL. After the mixture was allowed to stir at room temperature over night the ethanol was removed under vacuum, and the residue was treated with water. The residue was extracted three times with ethyl acetate and afterwards the aqueous layer was acidified with dilute HCl. The product was extracted into ethyl acetate and then washed with saturated... The reactants are O=C([O-])[O-], CCC(C)(C)O, CN1Cc2nc(Cl)ccc2C1=O, [K+], [K+], CC(C)(O)c1ccc(-c2nc(C(N)=O)c(N)s2)cc1, O=C(C=Cc1ccccc1)C=Cc1ccccc1, O=C(C=Cc1ccccc1)C=Cc1ccccc1, O=C(C=Cc1ccccc1)C=Cc1ccccc1, [Pd], [Pd]. The product is CN1Cc2nc(Nc3sc(-c4ccc(C(C)(C)O)cc4)nc3C(N)=O)ccc2C1=O. Reaction SMILES: [C:32](=[O:33])([O-:34])[O-:35].[C:38]([OH:39])([CH2:40][CH3:41])([CH3:42])[CH3:43].[Cl:20][c:21]1[cH:22][cH:23][c:24]2[c:25]([n:26]1)[CH2:27][N:28]([CH3:31])[C:29]2=[O:30].[K+:36].[K+:37].[NH2:1][c:2]1[c:3]([C:17](=[O:18])[NH2:19])[n:4][c:5](-[c:7]2[cH:8][cH:9][c:10]([C:13]([CH3:14])([CH3:15])[OH:16])[cH:11][cH:12]2)[s:6]1.[O:46]=[C:47]([CH:48]=[CH:49][c:50]1[cH:51][cH:52][cH:53][cH:54][cH:55]1)[CH:56]=[CH:57][c:58]1[cH:59][cH:60][cH:61][cH:62][cH:63]1.[O:64]=[C:65]([CH:66]=[CH:67][c:68]1[cH:69][cH:70][cH:71][cH:72][cH:73]1)[CH:74]=[CH:75][c:76]1[cH:77][cH:78][cH:79][cH:80][cH:81]1.[O:82]=[C:83]([CH:84]=[CH:85][c:86]1[cH:87][cH:88][cH:89][cH:90][cH:91]1)[CH:92]=[CH:93][c:94]1[cH:95][cH:96][cH:97][cH:98][cH:99]1.[Pd:44].[Pd:45]>>[NH:1]([c:2]1[c:3]([C:17](=[O:18])[NH2:19])[n:4][c:5](-[c:7]2[cH:8][cH:9][c:10]([C:13]([CH3:14])([CH3:15])[OH:16])[cH:11][cH:12]2)[s:6]1)[c:21]1[cH:22][cH:23][c:24]2[c:25]([n:26]1)[CH2:27][N:28]([CH3:31])[C:29]2=[O:30]. Starting materials: 18.8, O1[C@H]2[C@H](CC1=O)CC1=CC=CC=C1C2 (trans-3a, 4,9,9a-tetrahydronaphtho[2,3-b]furan-2(3H)-one), CNC (dimethylamine). Run in C1CCOC1 (THF). Product: CN(C(C[C@H]1[C@@H](CC2=CC=CC=C2C1)O)=O)C (trans-1,2,3,4-Tetrahydro-3-[2-dimethylamino2-oxoethyl]-2-naphthalenol). The yield is 97.0%. Reaction SMILES: [O:1]1[C:5](=[O:6])[CH2:4][C@@H:3]2[CH2:7][C:8]3[C:13]([CH2:14][C@@H:2]12)=[CH:12][CH:11]=[CH:10][CH:9]=3.[CH3:15][NH:16][CH3:17]>C1COCC1>[CH3:15][N:16]([CH3:17])[C:5](=[O:6])[CH2:4][C@@H:3]1[CH2:7][C:8]2[C:13](=[CH:12][CH:11]=[CH:10][CH:9]=2)[CH2:14][C@H:2]1[OH:1]. Reported procedure: A mixture of 18.8 (0.10 mol) of trans-3a, 4,9,9a-tetrahydronaphtho[2,3-b]furan-2(3H)-one, 35 ml of anhydrous dimethylamine, and 35 ml of dry THF is heated in a small Parr bomb at 100° for 3 days. The cooled reaction mixture is then taken to dryness in vacuo, and the residue triturated with ether to give 22.5 g (97%) of crystalline solid after drying in vacuo. As a reaction SMILES: [F:1][C:2]1[CH:7]=[CH:6][C:5]([C:8]([C:24]2[CH:29]=[CH:28][C:27]([F:30])=[CH:26][CH:25]=2)=[C:9]([C:15]2[N:16]=[N:17][N:18]([C:20]([CH3:23])([CH3:22])[CH3:21])[N:19]=2)[C:10](OCC)=[O:11])=[CH:4][CH:3]=1.[H-].C([Al+]CC(C)C)C(C)C>C(Cl)Cl.Cl>[F:1][C:2]1[CH:7]=[CH:6][C:5]([C:8]([C:24]2[CH:25]=[CH:26][C:27]([F:30])=[CH:28][CH:29]=2)=[C:9]([C:15]2[N:16]=[N:17][N:18]([C:20]([CH3:23])([CH3:22])[CH3:21])[N:19]=2)[CH2:10][OH:11])=[CH:4][CH:3]=1 |f:1.2|. Solvent: Cl (HCl), C(Cl)Cl (methylene chloride). Reported procedure: To a stired solution of ethyl 3,3-bis(4-fluorophenyl)-2-[2-(1,1-dimethylethyl)-2H-tetrazol-5-yl]-2-propenoate (2.0 g, 4.8 mmoles) in dry methylene chloride (10 mL) under argon at -78° C. was added 10 mL of diisobutylaluminum hydride solution (1.0 Molar solution in methylene chloride) over a period of three minues. The reduction was llowed to proceed at -78° C. under argon for two hours. Analytical TLC eluted twice with 20% (v/v) ethyl acetate in hexanes showed no starting material at Rf =0.42 an... Product: FC1=CC=C(C=C1)C(=C(CO)C=1N=NN(N1)C(C)(C)C)C1=CC=C(C=C1)F (3,3-Bis(4-fluorophenyl)-2-[2-(1,1-dimethylethyl)-2H-tetrazol-5-yl]-2-propenol). Reaction conditions: time 2 hour. Starting materials: FC1=CC=C(C=C1)C(=C(C(=O)OCC)C=1N=NN(N1)C(C)(C)C)C1=CC=C(C=C1)F (ethyl 3,3-bis(4-fluorophenyl)-2-[2-(1,1-dimethylethyl)-2H-tetrazol-5-yl]-2-propenoate), [H-].C(C(C)C)[Al+]CC(C)C (diisobutylaluminum hydride). Starting materials: CC(=O)OC(C)=O, Cl, Cc1c(F)c(N2CCNCC2)c(F)c2c1c(=O)c(C(=O)O)cn2C1CC1, [Na+], [OH-]. Product: CC(=O)N1CCN(c2c(F)c(C)c3c(=O)c(C(=O)O)cn(C4CC4)c3c2F)CC1. As a reaction SMILES: [CH3:27][C:28](=[O:29])[O:30][C:31](=[O:32])[CH3:33].[ClH:34].[N:1]1([c:7]2[c:8]([F:26])[c:9]([CH3:25])[c:10]3[c:11](=[O:24])[c:12]([C:21](=[O:22])[OH:23])[cH:13][n:14]([CH:18]4[CH2:19][CH2:20]4)[c:15]3[c:16]2[F:17])[CH2:2][CH2:3][NH:4][CH2:5][CH2:6]1.[Na+:36].[OH-:35]>>[N:1]1([c:7]2[c:8]([F:26])[c:9]([CH3:25])[c:10]3[c:11](=[O:24])[c:12]([C:21](=[O:22])[OH:23])[cH:13][n:14]([CH:18]4[CH2:19][CH2:20]4)[c:15]3[c:16]2[F:17])[CH2:2][CH2:3][N:4]([C:28]([CH3:27])=[O:29])[CH2:5][CH2:6]1.